Dataset: the Open Reaction Database (ORD), a public repository of structured organic reaction records. Task: describe an organic reaction: reactants, conditions, products, and yield Reactants: FC1=C(O)C=CC(=C1O)F (2,4-difluororesorcinol), FC1=C(O)C=CC(=C1O)F (2,4-difluororesorcinol), ClCC(CC(=O)OCC)=O (ethyl 4-chloroacetoacetate). Run in CS(=O)(=O)O (methanesulfonic acid), O (water). The product is ClCC1=CC(OC2=C(C(=C(C=C12)F)O)F)=O (4-chloromethyl-6,8-difluoro-7-hydroxycoumarin). Reaction SMILES: [F:1][C:2]1[C:8]([OH:9])=[C:7]([F:10])[CH:6]=[CH:5][C:3]=1[OH:4].[Cl:11][CH2:12][C:13](=O)[CH2:14][C:15](OCC)=[O:16]>CS(O)(=O)=O.O>[Cl:11][CH2:12][C:13]1[C:5]2[C:3](=[C:2]([F:1])[C:8]([OH:9])=[C:7]([F:10])[CH:6]=2)[O:4][C:15](=[O:16])[CH:14]=1. Procedure: A solution of 2,4-difluororesorcinol (Compound 4, 0.20 g, 1.37 mmol) and ethyl 4-chloroacetoacetate (0.29 g, 1.75 mmol) in 2 mL methanesulfonic acid is kept at room temperature for 2.5 hours, then diluted with 25 mL water. The resulting precipitate is collected on a Buchner funnel and dried to give 134 mg of dimly fluorescent Compound 28 as a colorless powder. This product is purified further by chromatography (silica gel, ethyl acetate/hexanes): Rf =0.45 (EtOAc/hexanes 3:2); 1H NMR (CDCl3 -CD3O... Starting materials: COc1ccc2c(C)c3n(c2c1)CCCC3N, CC(=O)OC(C)=O, O=CO, C1CCOC1, O. Product: COc1ccc2c(C)c3n(c2c1)CCCC3NC=O. RXN SMILES: [CH3:11][O:12][c:13]1[cH:14][cH:15][c:16]2[c:17]([CH3:27])[c:18]3[n:19]([c:20]2[cH:21]1)[CH2:22][CH2:23][CH2:24][CH:25]3[NH2:26].[CH3:4][C:5]([O:6][C:7](=[O:8])[CH3:9])=[O:10].[CH:1](=[O:2])[OH:3].[O:29]1[CH2:30][CH2:31][CH2:32][CH2:33]1.[OH2:28]>>[CH:1](=[O:3])[NH:26][CH:25]1[c:18]2[c:17]([CH3:27])[c:16]3[cH:15][cH:14][c:13]([O:12][CH3:11])[cH:21][c:20]3[n:19]2[CH2:22][CH2:23][CH2:24]1. Starting materials: CC(C[C@H]1C(N([C@H]1C)OC1OCCCC1)=O)C ((3R,4S)-3-(2-Methyl-1-propyl)-4-methyl-1-(2-tetrahydropyranyloxy)azetidin-2-one), [OH-].[Na+] (sodium hydroxide), S([O-])(O)(=O)=O.[Na+] (sodium bisulfate). Solvent: COCCOC (ethylene glycol dimethyl ether). Conditions: temperature 25 celsius, time 16 hour. Product: O1C(CCCC1)ON[C@H]([C@H](C(=O)O)CC(C)C)C ((2R,3S)-3-(2-tetrahydropyranyloxyamino)-2-(2-methyl-1-propyl)butanoic acid). The yield is 84.0%. RXN SMILES: [CH3:1][CH:2]([CH3:17])[CH2:3][C@@H:4]1[C@H:7]([CH3:8])[N:6]([O:9][CH:10]2[CH2:15][CH2:14][CH2:13][CH2:12][O:11]2)[C:5]1=[O:16].[OH-].[Na+].S(=O)(=O)(O)[O-:21].[Na+]>COCCOC>[O:11]1[CH2:12][CH2:13][CH2:14][CH2:15][CH:10]1[O:9][NH:6][C@@H:7]([CH3:8])[C@@H:4]([CH2:3][CH:2]([CH3:17])[CH3:1])[C:5]([OH:21])=[O:16] |f:1.2,3.4|. Procedure details: (3R,4S)-3-(2-Methyl-1-propyl)-4-methyl-1-(2-tetrahydropyranyloxy)azetidin-2-one (3.5 g, 14.5 mmol) in 30 mL of ethylene glycol dimethyl ether is treated with 20 mL of 2.5 M aqueous sodium hydroxide solution. The mixture is stirred at 25° C. for 16 h and is then brought to pH 3 by addition of saturated aqueous sodium bisulfate solution. The mixture is extracted with ether and the organics are dried over magnesium sulfate and concentrated under reduced pressure to give 3.2 g (84%) of (2R,3S)-3-(2-... The product is COC(=O)C(Cc1ccc([N+](=O)[O-])cc1)NC(=O)c1c(Cl)cccc1Cl. Starting materials: CCN(C(C)C)C(C)C, O=C(Cl)c1c(Cl)cccc1Cl, ClCCl, COC(=O)C(N)Cc1ccc([N+](=O)[O-])cc1. As a reaction SMILES: [CH:28]([N:29]([CH2:30][CH3:31])[CH:32]([CH3:33])[CH3:34])([CH3:35])[CH3:36].[Cl:17][c:18]1[c:19]([C:20](=[O:21])[Cl:22])[c:23]([Cl:27])[cH:24][cH:25][cH:26]1.[Cl:37][CH2:38][Cl:39].[NH2:1][CH:2]([C:3](=[O:4])[O:5][CH3:6])[CH2:7][c:8]1[cH:9][cH:10][c:11]([N+:14](=[O:15])[O-:16])[cH:12][cH:13]1>>[NH:1]([CH:2]([C:3](=[O:4])[O:5][CH3:6])[CH2:7][c:8]1[cH:9][cH:10][c:11]([N+:14](=[O:15])[O-:16])[cH:12][cH:13]1)[C:20]([c:19]1[c:18]([Cl:17])[cH:26][cH:25][cH:24][c:23]1[Cl:27])=[O:21]. Reactants: BrC=1C=C(C=CC1)O (3-Bromophenol), Cl.N1=C(C=CC=C1)CCl (2-picolyl chloride hydrochloride), C([O-])([O-])=O.[K+].[K+] (potassium carbonate). The solvent is CN(C)C=O (DMF). Product: BrC=1C=C(OCC2=NC=CC=C2)C=CC1 (2-(3-bromophenoxymethyl)pyridine). Isolated yield 96.6%. As a reaction SMILES: [Br:1][C:2]1[CH:3]=[C:4]([OH:8])[CH:5]=[CH:6][CH:7]=1.Cl.[N:10]1[CH:15]=[CH:14][CH:13]=[CH:12][C:11]=1[CH2:16]Cl.C(=O)([O-])[O-].[K+].[K+]>CN(C=O)C>[Br:1][C:2]1[CH:3]=[C:4]([CH:5]=[CH:6][CH:7]=1)[O:8][CH2:16][C:11]1[CH:12]=[CH:13][CH:14]=[CH:15][N:10]=1 |f:1.2,3.4.5|. Procedure: 3-Bromophenol (1.00 g, 5.8 mmol), 2-picolyl chloride hydrochloride (950 mg, 5.8 mmol) and potassium carbonate (3.20 g, 23 mmol) were stirred together in DMF (10 mL) at room temperature overnight. The solvent was removed in vacuo, azeotroping with xylene to remove the last traces of DMF. The residual material was partitioned between ethyl acetate (70 mL) and water (70 mL), then the organic phase was washed with saturated sodium chloride solution (1×50 mL), was dried over magnesium sulfate, and wa...